This data is from the Open Reaction Database (ORD), a public repository of structured organic reaction records. The task is: describe an organic reaction: reactants, conditions, products, and yield The reactants are Cc1nn(C)c(C)c1-c1cccc2c1CCC(NCc1ccccc1)C2, C1CCOC1, CO. The product is Cc1nn(C)c(C)c1-c1cccc2c1CCC(N)C2. RXN SMILES: [CH2:1]([c:2]1[cH:3][cH:4][cH:5][cH:6][cH:7]1)[NH:8][CH:9]1[CH2:10][c:11]2[cH:12][cH:13][cH:14][c:15](-[c:19]3[c:20]([CH3:26])[n:21][n:22]([CH3:25])[c:23]3[CH3:24])[c:16]2[CH2:17][CH2:18]1.[CH2:29]1[O:30][CH2:31][CH2:32][CH2:33]1.[CH3:27][OH:28]>>[NH2:8][CH:9]1[CH2:10][c:11]2[cH:12][cH:13][cH:14][c:15](-[c:19]3[c:20]([CH3:26])[n:21][n:22]([CH3:25])[c:23]3[CH3:24])[c:16]2[CH2:17][CH2:18]1. Starting materials: C[Si](C)(C)C#N (trimethylsilyl cyanide), CS(=O)(=O)Cl (methanesulfonyl chloride), C1OC=2C=C(CN([C@@H](C(=O)OC(C)(C)C)CN)S(=O)(=O)C3=C(C=C(C=C3C)OC)C)C=CC2O1 (tert-butyl 2(R)-[(3,4-methylendioxybenzyl)-(2,6-dimethyl-4-methoxybenzenesulfonyl)amino]-3-amino-propionate), C(C)(=O)OCC (Ethyl acetate). The solvent is C(C)#N (acetonitrile). Conditions: time 8 hour. Yields the product C1OC=2C=C(CN([C@@H](C(=O)OC(C)(C)C)CNS(=O)(=O)C)S(=O)(=O)C3=C(C=C(C=C3C)OC)C)C=CC2O1 (tert-butyl 2(R)-[(3,4-methylendioxybenzyl)-(2,6-dimethyl-4-methoxybenzenesulfonyl)amino]-3-methanesulfonylamino-propionate). Yield: 122.7%. Reaction SMILES: [CH2:1]1[O:34][C:33]2[CH:32]=[CH:31][C:5]([CH2:6][N:7]([S:18]([C:21]3[C:26]([CH3:27])=[CH:25][C:24]([O:28][CH3:29])=[CH:23][C:22]=3[CH3:30])(=[O:20])=[O:19])[C@H:8]([CH2:16][NH2:17])[C:9]([O:11][C:12]([CH3:15])([CH3:14])[CH3:13])=[O:10])=[CH:4][C:3]=2[O:2]1.C[Si](C#N)(C)C.[CH3:41][S:42](Cl)(=[O:44])=[O:43].C(OCC)(=O)C>C(#N)C>[CH2:1]1[O:34][C:33]2[CH:32]=[CH:31][C:5]([CH2:6][N:7]([S:18]([C:21]3[C:22]([CH3:30])=[CH:23][C:24]([O:28][CH3:29])=[CH:25][C:26]=3[CH3:27])(=[O:20])=[O:19])[C@H:8]([CH2:16][NH:17][S:42]([CH3:41])(=[O:44])=[O:43])[C:9]([O:11][C:12]([CH3:13])([CH3:14])[CH3:15])=[O:10])=[CH:4][C:3]=2[O:2]1. Reported procedure: To a mixture of tert-butyl 2(R)-[(3,4-methylendioxybenzyl)-(2,6-dimethyl-4-methoxybenzenesulfonyl)amino]-3-amino-propionate (1.02 g, 2.0 mmol), with trimethylsilyl cyanide (0.7 ml, 5.2 mmol) in dry acetonitrile (15 ml) was added methanesulfonyl chloride (0.18 ml, 2.3 mmol) and the material was stirred overnight. Ethyl acetate (80 ml) was added and the material was partitioned with aqueous hydrochloric acid (1.5%, 80 ml). The organic phase was collected and washed with an equal volume of brine; T... Yield: 78.0%. RXN SMILES: Cl[C:2]1[N:11]=[C:10]([NH:12][CH2:13][C:14]2[CH:19]=[CH:18][CH:17]=[CH:16][N:15]=2)[C:9]2[C:4](=[CH:5][CH:6]=[CH:7][C:8]=2[C:20]2[CH:25]=[CH:24][CH:23]=[CH:22][CH:21]=2)[N:3]=1.[CH2:26](C([Sn])=C(CCCC)CCCC)[CH2:27]CC>O1CCOCC1>[C:20]1([C:8]2[CH:7]=[CH:6][CH:5]=[C:4]3[C:9]=2[C:10]([NH:12][CH2:13][C:14]2[CH:19]=[CH:18][CH:17]=[CH:16][N:15]=2)=[N:11][C:2]([CH:26]=[CH2:27])=[N:3]3)[CH:25]=[CH:24][CH:23]=[CH:22][CH:21]=1 |^1:27|. Run at temperature 90 celsius. Starting materials: ClC1=NC2=CC=CC(=C2C(=N1)NCC1=NC=CC=C1)C1=CC=CC=C1 (2-chloro-5-phenyl-N-(pyridin-2-ylmethyl)quinazolin-4-amine), Pd(TPP)2Cl2, C(CCC)C(=C(CCCC)CCCC)[Sn] (tributylvinyltin). Procedure details: To a solution of 2-chloro-5-phenyl-N-(pyridin-2-ylmethyl)quinazolin-4-amine (0.5 g, 1.44 mmol) in 1,4-dioxane (10 mL) was added Pd(TPP)2Cl2 (0.101 g, 0.144 mmol) and tributylvinyltin (2.285 g, 7.20 mmol) under a nitrogen stream. Upon completion of addition, the reaction mixture was heated to reflux at 90° C. for 16 h. After this time, the reaction mixture was allowed to cool to room temperature and then concentrated under reduced pressure. The resulting residue was purified by silica gel column ... Yields the product C1(=CC=CC=C1)C1=C2C(=NC(=NC2=CC=C1)C=C)NCC1=NC=CC=C1 (5-phenyl-N-(pyridin-2-ylmethyl)-2-vinylquinazolin-4-amine). The solvent is O1CCOCC1 (1,4-dioxane). Reactants: BrCc1ccccc1, CC(C)(C)[O-], [K+], CN(C)C=O, O=C(O)c1ccc(O)cc1. The product is O=C(O)c1ccc(OCc2ccccc2)cc1. Reaction SMILES: [Br:17][CH2:18][c:19]1[cH:20][cH:21][cH:22][cH:23][cH:24]1.[CH3:11][C:12]([CH3:13])([O-:14])[CH3:15].[K+:16].[O:25]=[CH:26][N:27]([CH3:28])[CH3:29].[OH:1][C:2](=[O:3])[c:4]1[cH:5][cH:6][c:7]([OH:8])[cH:9][cH:10]1>>[OH:1][C:2](=[O:3])[c:4]1[cH:5][cH:6][c:7]([O:8][CH2:18][c:19]2[cH:20][cH:21][cH:22][cH:23][cH:24]2)[cH:9][cH:10]1. Starting materials: N#N (N2), COC(CC1=CC(=NC=C1)Cl)=O (methyl(2-chloropyridin-4-yl)acetate), FC(OC1=CC=C(C=C1)B(O)O)(F)F (4-(trifluoromethoxy)phenylboronic acid), P(=O)([O-])([O-])[O-].[K+].[K+].[K+] (potassium phosphate), C(Cl)Cl (DCM). Reagents/catalysts: C1=CC=C(C=C1)P([C-]2C=CC=C2)C3=CC=CC=C3.C1=CC=C(C=C1)P([C-]2C=CC=C2)C3=CC=CC=C3.Cl[Pd]Cl.[Fe+2] ([1,1′-bis(diphenylphosphino)ferrocene]dichloro palladium). The solvent is C1(=CC=CC=C1)C (toluene), CCOC(=O)C (EtOAc). The product is COC(CC1=CC(=NC=C1)C1=CC=C(C=C1)OC(F)(F)F)=O (Methyl{2-[4-(trifluoromethoxy)phenyl]pyridin-4-yl}acetate). Yield: 74.4%. RXN SMILES: [CH3:1][O:2][C:3](=[O:12])[CH2:4][C:5]1[CH:10]=[CH:9][N:8]=[C:7](Cl)[CH:6]=1.[F:13][C:14]([F:26])([F:25])[O:15][C:16]1[CH:21]=[CH:20][C:19](B(O)O)=[CH:18][CH:17]=1.P([O-])([O-])([O-])=O.[K+].[K+].[K+].C(Cl)Cl.N#N>C1(C)C=CC=CC=1.CCOC(C)=O.C1C=CC(P(C2C=CC=CC=2)[C-]2C=CC=C2)=CC=1.C1C=CC(P(C2C=CC=CC=2)[C-]2C=CC=C2)=CC=1.Cl[Pd]Cl.[Fe+2]>[CH3:1][O:2][C:3](=[O:12])[CH2:4][C:5]1[CH:10]=[CH:9][N:8]=[C:7]([C:19]2[CH:18]=[CH:17][C:16]([O:15][C:14]([F:13])([F:25])[F:26])=[CH:21][CH:20]=2)[CH:6]=1 |f:2.3.4.5,10.11.12.13|. Reported procedure: A mixture of methyl(2-chloropyridin-4-yl)acetate (1.0 g, 5.4 mmol), 4-(trifluoromethoxy)phenylboronic acid (1.67 g, 8.0 mmol) and potassium phosphate (1.7 g, 8.0 mmol) in toluene (15 ml) was degassed, evacuated and N2 filled (×3). [1,1′-bis(diphenylphosphino)ferrocene]dichloro palladium (H), complex with DCM (1:1) (330 mg, 0.4 mmol, 5 mol %) was added and following a further degassing, evacuation and N2 fill (×3), the mixture was heated at reflux for 16 hours. The reaction was cooled to room tem... Product: CC(C)(C)c1ccc(O)c(C(C)(C)C#N)c1. Starting materials: CC(C)(C)c1ccc(OCc2ccccc2)c(C(C)(C)C#N)c1, CO. Reaction SMILES: [CH2:1]([c:2]1[cH:3][cH:4][cH:5][cH:6][cH:7]1)[O:8][c:9]1[c:10]([C:19]([C:20]#[N:21])([CH3:22])[CH3:23])[cH:11][c:12]([C:15]([CH3:16])([CH3:17])[CH3:18])[cH:13][cH:14]1.[CH3:24][OH:25]>>[OH:8][c:9]1[c:10]([C:19]([C:20]#[N:21])([CH3:22])[CH3:23])[cH:11][c:12]([C:15]([CH3:16])([CH3:17])[CH3:18])[cH:13][cH:14]1. The reactants are ClC1=NC(=CC=C1)C (2-chloro-6-methylpyridine), C(=O)([O-])[O-].[K+].[K+] (K2CO3), C(C1=CC=CC=C1)S (benzylmercaptan). Run in CS(=O)C (DMSO). Yields the product C(C1=CC=CC=C1)SC1=NC(=CC=C1)C (2-Benzylsulfanyl-6-methyl-pyridine). Isolated yield 46.4%. RXN SMILES: Cl[C:2]1[CH:7]=[CH:6][CH:5]=[C:4]([CH3:8])[N:3]=1.C([O-])([O-])=O.[K+].[K+].[CH2:15]([SH:22])[C:16]1[CH:21]=[CH:20][CH:19]=[CH:18][CH:17]=1>CS(C)=O>[CH2:15]([S:22][C:2]1[CH:7]=[CH:6][CH:5]=[C:4]([CH3:8])[N:3]=1)[C:16]1[CH:21]=[CH:20][CH:19]=[CH:18][CH:17]=1 |f:1.2.3|. Procedure: In a similar fashion using route 38 general procedure 92, 2-chloro-6-methylpyridine (1 g, 7.8 mmol), K2CO3 (1.62 g 11.75 mmol), benzylmercaptan (1.46 g 11.8 mmol) and DMSO (7.5 ml) at 150° C. for 4 h in sealed tube gave the title compound (780 mg, 47%) which was used in the next step without further purification. Reactants: CN1CCNCC1, CN(C)c1ccncc1, COC(C)(C)C, Cc1ncccc1-c1cc(Cl)ncc1N(C)C(=O)C(C)(C)c1cc(C(F)(F)F)cc(C(F)(F)F)c1. Product: Cc1ncccc1-c1cc(N2CCN(C)CC2)ncc1N(C)C(=O)C(C)(C)c1cc(C(F)(F)F)cc(C(F)(F)F)c1. As a reaction SMILES: [CH3:1][N:2]1[CH2:3][CH2:4][NH:5][CH2:6][CH2:7]1.[CH3:43][N:44]([c:45]1[cH:46][cH:47][n:48][cH:49][cH:50]1)[CH3:51].[CH3:52][O:53][C:54]([CH3:55])([CH3:56])[CH3:57].[F:8][C:9]([c:10]1[cH:11][c:12]([C:20]([C:21](=[O:22])[N:23]([CH3:24])[c:25]2[cH:26][n:27][c:28]([Cl:38])[cH:29][c:30]2-[c:31]2[c:32]([CH3:37])[n:33][cH:34][cH:35][cH:36]2)([CH3:39])[CH3:40])[cH:13][c:14]([C:16]([F:17])([F:18])[F:19])[cH:15]1)([F:41])[F:42]>>[CH3:1][N:2]1[CH2:3][CH2:4][N:5]([c:28]2[n:27][cH:26][c:25]([N:23]([C:21]([C:20]([c:12]3[cH:11][c:10]([C:9]([F:8])([F:41])[F:42])[cH:15][c:14]([C:16]([F:17])([F:18])[F:19])[cH:13]3)([CH3:39])[CH3:40])=[O:22])[CH3:24])[c:30](-[c:31]3[c:32]([CH3:37])[n:33][cH:34][cH:35][cH:36]3)[cH:29]2)[CH2:6][CH2:7]1.